This data is from the Open Reaction Database (ORD), a public repository of structured organic reaction records. The task is: describe an organic reaction: reactants, conditions, products, and yield Reactants: C(C)(C)(C)OC(=O)N[C@@H]1C(NCC(N[C@@H](CC=2C=CC=C(C1)C2)C(=O)OC)=O)=O (Methyl (S)-9-(tert-butoxycarbonylamino)-5,8-dioxo-(S)-4,7-diazabicyclo[9.3.1]pentadeca-1(15), 11,13-triene-3-carboxylate), [OH-].[Na+] (NaOH), C(C)(C)(C)OC(=O)N[C@@H]1C(NCC(N[C@@H](CC=2C=CC=C(C1)C2)C(=O)OC)=O)=O (Methyl (S)-9-(tert-butoxycarbonylamino)-5,8-dioxo-(S)-4,7-diazabicyclo[9.3.1]pentadeca-1(15), 11,13-triene-3-carboxylate), C(Cl)(Cl)Cl.CO.CC(=O)O (CHCl3 MeOH AcOH), C1=CC=C2C(=C1)C(=O)C(C2=O)(O)O (ninhydrin). Solvent: C1CCOC1.CO (THF MeOH). Reaction conditions: time 1 hour. The product is C(C)(C)(C)OC(=O)N[C@@H]1C(NCC(N[C@@H](CC=2C=CC=C(C1)C2)C(=O)O)=O)=O ((S)-9-(tert-butoxycarbonylamino)-5,8-dioxo-(S)-4,7-diazabicyclo[9.3.1]pentadeca1-(15),11,13-triene-3-carboxylic acid). The yield is 79.5%. Reaction SMILES: [C:1]([O:5][C:6]([NH:8][C@H:9]1[CH2:22][C:21]2[CH:23]=[C:17]([CH:18]=[CH:19][CH:20]=2)[CH2:16][C@@H:15]([C:24]([O:26]C)=[O:25])[NH:14][C:13](=[O:28])[CH2:12][NH:11][C:10]1=[O:29])=[O:7])([CH3:4])([CH3:3])[CH3:2].[OH-].[Na+].C(Cl)(Cl)Cl.CO.CC(O)=O.C1C=C2C(C(O)(O)C(=O)C2=CC=1)=O>C1COCC1.CO>[C:1]([O:5][C:6]([NH:8][C@H:9]1[CH2:22][C:21]2[CH:23]=[C:17]([CH:18]=[CH:19][CH:20]=2)[CH2:16][C@@H:15]([C:24]([OH:26])=[O:25])[NH:14][C:13](=[O:28])[CH2:12][NH:11][C:10]1=[O:29])=[O:7])([CH3:4])([CH3:2])[CH3:3] |f:1.2,3.4.5,7.8|. Procedure: Cyclic peptide ester 13 (190 mg, 0.45 mmol) was dissolved in warm THF/MeOH (40 mL) and cooled to rt. NaOH (1 N, 0.5 mL) was slowly added with stirring. After 1 h, the completed reaction (TLC-disappearance of 13, 120:2:1 CHCl3 /MeOH/AcOH, ninhydrin stain) was concentrated and the residue was dissolved in water. Dropwise addition of 2 N HCl induced precipitation of the product which was collected on a filter and dried under vacuum in a dessicator to give a white solid (140 mg, 74%). mp >250° C; 1H... The reactants are [H-].[Na+] (Sodium hydride), FC(C1=CC=C(C=C1)NC(CCCl)=O)(F)F (N-(4-trifluoromethylphenyl)-β-chloropropionamide), C1=CC=CC=C1 (benzene). Solvent: C(Cl)(Cl)(Cl)Cl (carbon tetrachloride). Run at time 8 hour. Product: FC(C1=CC=C(C=C1)N1C(CC1)=O)(F)F (N-(4-trifluoromethylphenyl)-2-azetidinone). As a reaction SMILES: [H-].[Na+].[F:3][C:4]([F:18])([F:17])[C:5]1[CH:10]=[CH:9][C:8]([NH:11][C:12](=[O:16])[CH2:13][CH2:14]Cl)=[CH:7][CH:6]=1.C1C=CC=CC=1>C(Cl)(Cl)(Cl)Cl>[F:3][C:4]([F:18])([F:17])[C:5]1[CH:10]=[CH:9][C:8]([N:11]2[CH2:14][CH2:13][C:12]2=[O:16])=[CH:7][CH:6]=1 |f:0.1|. Reported procedure: Sodium hydride (0.1 mole; 57% dispersion in mineral oil) is charged into a glass reaction flask. The mineral oil is removed by washing the sodium hydride with benzene, and dimethyl sulfoxide (50 ml) is thereafter slowly added with stirring. The mixture is stirred until no more hydrogen gas evolves. A solution of N-(4-trifluoromethylphenyl)-β-chloropropionamide (0.08 mole) in carbon tetrachloride (50 ml) is added dropwise to the reaction flask with stirring while maintaining the temperature of th... The reactants are O=C(Cl)Cl, CCc1nc2ccccc2n1-c1nc(N2CCOCC2)c2nc(C(=O)C3CCNCC3)n(C)c2n1, C1CC1, ClCCl. Product: CCc1nc2ccccc2n1-c1nc(N2CCOCC2)c2nc(C(=O)C3CCN(C(=O)C4CC4)CC3)n(C)c2n1. As a reaction SMILES: [C:36](=[O:37])([Cl:38])[Cl:39].[CH2:1]([CH3:2])[c:3]1[n:4][c:5]2[c:6]([n:7]1-[c:8]1[n:9][c:10]([N:26]3[CH2:27][CH2:28][O:29][CH2:30][CH2:31]3)[c:11]3[n:12][c:13]([C:18](=[O:19])[CH:20]4[CH2:21][CH2:22][NH:23][CH2:24][CH2:25]4)[n:14]([CH3:17])[c:15]3[n:16]1)[cH:32][cH:33][cH:34][cH:35]2.[CH2:40]1[CH2:41][CH2:42]1.[Cl:43][CH2:44][Cl:45]>>[CH2:1]([CH3:2])[c:3]1[n:4][c:5]2[c:6]([n:7]1-[c:8]1[n:9][c:10]([N:26]3[CH2:27][CH2:28][O:29][CH2:30][CH2:31]3)[c:11]3[n:12][c:13]([C:18](=[O:19])[CH:20]4[CH2:21][CH2:22][N:23]([C:36](=[O:37])[CH:40]5[CH2:41][CH2:42]5)[CH2:24][CH2:25]4)[n:14]([CH3:17])[c:15]3[n:16]1)[cH:32][cH:33][cH:34][cH:35]2.